This data is from the Open Reaction Database (ORD), a public repository of structured organic reaction records. The task is: describe an organic reaction: reactants, conditions, products, and yield Starting materials: FC1=C(COC2=CC=C(C=N[C@@H](C(=O)N)C)C=C2)C=CC=C1 ((R)-2-[4-(2-fluorobenzyloxy)benzylideneamino]propanamide), 99.8, [BH4-].[Na+] (Sodium borohydride). Run in CO (methanol). Run at temperature 3.5 celsius. Yields the product FC1=C(COC2=CC=C(CN[C@@H](C(=O)N)C)C=C2)C=CC=C1 ((R)-2-[4-(2-fluorobenzyloxy)benzylamino]propanamide). The yield is 94.0%. As a reaction SMILES: [F:1][C:2]1[CH:22]=[CH:21][CH:20]=[CH:19][C:3]=1[CH2:4][O:5][C:6]1[CH:18]=[CH:17][C:9]([CH:10]=[N:11][C@H:12]([CH3:16])[C:13]([NH2:15])=[O:14])=[CH:8][CH:7]=1.[BH4-].[Na+]>CO>[F:1][C:2]1[CH:22]=[CH:21][CH:20]=[CH:19][C:3]=1[CH2:4][O:5][C:6]1[CH:7]=[CH:8][C:9]([CH2:10][NH:11][C@H:12]([CH3:16])[C:13]([NH2:15])=[O:14])=[CH:17][CH:18]=1 |f:1.2|. Reported procedure: A mixture of (R)-2-[4-(2-fluorobenzyloxy)benzylideneamino]propanamide (III′b) (30 g) and of methanol (180 mL) is cooled under stirring to 2-5° C. Sodium borohydride (3.8 g) is added in twenty small portions in 90 min to the previously prepared cold mixture keeping the temperature below 5° C. The mixture is then stirred for additional 10 min at 5° C. The reaction mixture is concentrated under vacuum and worked up as described in Example 2 to provide 28.44 g (94% yield of (R)-2-[4-(2-fluorobenzylo... The reactants are ClCCl, CN(C)C=O, O=C(Cl)C(=O)Cl, O=C(O)c1ccc(OCc2ccc3ccccc3n2)cc1. The product is O=C(Cl)c1ccc(OCc2ccc3ccccc3n2)cc1. RXN SMILES: [CH2:33]([Cl:34])[Cl:35].[CH3:22][N:23]([CH3:24])[CH:25]=[O:26].[Cl:27][C:28]([C:29]([Cl:30])=[O:31])=[O:32].[n:1]1[c:2]([CH2:11][O:12][c:13]2[cH:14][cH:15][c:16]([C:17](=[O:18])[OH:19])[cH:20][cH:21]2)[cH:3][cH:4][c:5]2[cH:6][cH:7][cH:8][cH:9][c:10]12>>[n:1]1[c:2]([CH2:11][O:12][c:13]2[cH:14][cH:15][c:16]([C:17](=[O:18])[Cl:27])[cH:20][cH:21]2)[cH:3][cH:4][c:5]2[cH:6][cH:7][cH:8][cH:9][c:10]12. Starting materials: FC1(CC1)C(=O)O (1-Fluorocyclopropanecarboxylic acid), C(=O)(C=1NC=CN1)C=1NC=CN1 (carbonyl di-imidazole), NC=1C=CC(=NC1)OC (5-amino-2-methoxypyridine). Solvent: C(Cl)Cl (methylene chloride). Reaction conditions: time 1 hour. The product is COC1=NC=C(C=C1)NC(=O)C1(CC1)F (N-(2-methoxy-5-pyridyl)-1-fluorocyclopropanecarboxamide). The yield is 29.4%. RXN SMILES: [F:1][C:2]1([C:5]([OH:7])=O)[CH2:4][CH2:3]1.C(C1NC=CN=1)(C1NC=CN=1)=O.[NH2:20][C:21]1[CH:22]=[CH:23][C:24]([O:27][CH3:28])=[N:25][CH:26]=1>C(Cl)Cl>[CH3:28][O:27][C:24]1[CH:23]=[CH:22][C:21]([NH:20][C:5]([C:2]2([F:1])[CH2:4][CH2:3]2)=[O:7])=[CH:26][N:25]=1. Procedure: 1-Fluorocyclopropanecarboxylic acid (crude) (0.84 g, 0.0081 moles) was added in two portions to a solution of methylene chloride (50 ml ) and carbonyl di-imidazole (1.31 g, 0.0081 moles). The reaction was allowed to stand for 1 hour and then 5-amino-2-methoxypyridine (0.83 ml , 0.0081 moles) was added to it in one portion. The reaction mixture was allowed to stand at room temperature for 1 hour. The reaction mixture was then washed with saturated sodium bicarbonate (50 ml ), 5% hydrochloric acid... Reactants: C(=C)(C)C1=C(C=C(C=C1)C1COC2=C1C(=C(C(=C2C)C)NC(CC(C)(C)C)=O)C)OC (N-(3-(4-isopropenyl-3-methoxyphenyl)-4,6,7-trimethyl-2,3-dihydro-1-benzofuran-5-yl)-3,3-dimethylbutanamide). The reagents and catalysts are [Pd] (palladium on carbon). The solvent is C(C)O (ethanol). The product is C(C)(C)C1=C(C=C(C=C1)C1COC2=C1C(=C(C(=C2C)C)NC(CC(C)(C)C)=O)C)OC (N-(3-(4-Isopropyl-3-methoxyphenyl)-4,6,7-trimethyl-2,3-dihydro-1-benzofuran-5-yl)-3,3-dimethylbutanamide). Yield: 92.8%. Reaction SMILES: [C:1]([C:4]1[CH:9]=[CH:8][C:7]([CH:10]2[C:14]3[C:15]([CH3:29])=[C:16]([NH:21][C:22](=[O:28])[CH2:23][C:24]([CH3:27])([CH3:26])[CH3:25])[C:17]([CH3:20])=[C:18]([CH3:19])[C:13]=3[O:12][CH2:11]2)=[CH:6][C:5]=1[O:30][CH3:31])([CH3:3])=[CH2:2]>[Pd].C(O)C>[CH:1]([C:4]1[CH:9]=[CH:8][C:7]([CH:10]2[C:14]3[C:15]([CH3:29])=[C:16]([NH:21][C:22](=[O:28])[CH2:23][C:24]([CH3:25])([CH3:27])[CH3:26])[C:17]([CH3:20])=[C:18]([CH3:19])[C:13]=3[O:12][CH2:11]2)=[CH:6][C:5]=1[O:30][CH3:31])([CH3:3])[CH3:2]. Procedure: A mixed solution of N-(3-(4-isopropenyl-3-methoxyphenyl)-4,6,7-trimethyl-2,3-dihydro-1-benzofuran-5-yl)-3,3-dimethylbutanamide (1.93 g, 4.58 mmol) obtained in Example 184 and 10% palladium on carbon (water content: 50%, 193 mg) in ethanol (10 mL) was stirred at room temperature for 2 hours under a hydrogen atmosphere. The catalyst was filtered and the filtrate was concentrated to give 1.80 g (yield: 93%) of the title compound. Melting point: 170-171° C. (ethyl acetate-hexane). Reactants: N1=NC(=CC=C1)C(=O)O (Pyridazine-3-carboxylic acid), C(C1=CC=CC=C1)=O (benzaldehyde). The solvent is CC=1C=CC(=CC1)C(C)C (p-cymene). Run at temperature 135 celsius. The product is OC(C1=CC=CC=C1)C=1N=NC=CC1 ((±) 3-α-hydroxybenzylpyridazine). Yield: 18.6%. RXN SMILES: [N:1]1[CH:6]=[CH:5][CH:4]=[C:3]([C:7]([OH:9])=O)[N:2]=1.C(=O)[C:11]1[CH:16]=[CH:15][CH:14]=[CH:13][CH:12]=1>CC1C=CC(C(C)C)=CC=1>[OH:9][CH:7]([C:3]1[N:2]=[N:1][CH:6]=[CH:5][CH:4]=1)[C:11]1[CH:16]=[CH:15][CH:14]=[CH:13][CH:12]=1. Procedure: Pyridazine-3-carboxylic acid [prepared as described by Leanza, Becker and Rogers, J.A.C.S., 75, 4086 (1953); 18.6 g.] was mixed with benzaldehyde (44 g.) and p-cymene (360 ml.) and decarboxylated by heating for 3 hours at 135° C. The hot solution was then filtered, cooled and the precipitate collected to give (±) 3-α-hydroxybenzylpyridazine (5.2 g.), m.p. 130°-135° C., in the form of fawn coloured needles. Starting materials: [H-].[Na+] (sodium hydride), C(C)N(C(=O)NC)C (1-ethyl-1,3-dimethylurea), C1(=CC=CC=C1)N=C=O (phenyl isocyanate), Ice water, Cl (hydrochloric acid). Solvent: O1CCCC1 (tetrahydrofuran). Reaction conditions: time 15 hour. Yields the product C(C)N(C(=O)N(C(=O)NC1=CC=CC=C1)C)C (1-ethyl-1,3-dimethyl-5-phenylbiuret). Yield: 51.0%. As a reaction SMILES: [H-].[Na+].[CH2:3]([N:5]([CH3:10])[C:6]([NH:8][CH3:9])=[O:7])[CH3:4].[C:11]1([N:17]=[C:18]=[O:19])[CH:16]=[CH:15][CH:14]=[CH:13][CH:12]=1.Cl>O1CCCC1>[CH2:3]([N:5]([CH3:10])[C:6]([N:8]([CH3:9])[C:18]([NH:17][C:11]1[CH:16]=[CH:15][CH:14]=[CH:13][CH:12]=1)=[O:19])=[O:7])[CH3:4] |f:0.1|. Procedure details: In 300 ml of anhydrous tetrahydrofuran, 2.9 g (0.06 mole) of sodium hydride (50% in oil) was added thereto. The mixture was cooled below 10° C. and 7.0 g (0.06 mole) of 1-ethyl-1,3-dimethylurea was added to the mixture under stirring. The reaction was then continued at a room temperature for 15 hours. Next the reaction mixture was cooled below 0° C. and 7.1 g (0.06 mole) of phenyl isocyanate was added dropwise with stirring. The reaction was continued at about 0° C. for 3 hours, then the solvent... The reactants are COC(=O)C1=C(C)NC2=C(C(=O)CNC2)C1c1c(F)c(F)c(F)c(F)c1F, CO, Cl, COc1ccc(OCC2CO2)cc1. Product: COC(=O)C1=C(C)NC2=C(C(=O)CN(CC(O)COc3ccc(OC)cc3)C2)C1c1c(F)c(F)c(F)c(F)c1F. Reaction SMILES: [CH3:1][O:2][C:3](=[O:4])[C:5]1=[C:6]([CH3:27])[NH:7][C:8]2=[C:13]([C:12](=[O:26])[CH2:11][NH:10][CH2:9]2)[CH:14]1[c:15]1[c:16]([F:25])[c:17]([F:24])[c:18]([F:23])[c:19]([F:22])[c:20]1[F:21].[CH3:42][OH:43].[ClH:41].[O:28]1[CH2:29][CH:30]1[CH2:31][O:32][c:33]1[cH:34][cH:35][c:36]([O:39][CH3:40])[cH:37][cH:38]1>>[CH3:1][O:2][C:3](=[O:4])[C:5]1=[C:6]([CH3:27])[NH:7][C:8]2=[C:13]([C:12](=[O:26])[CH2:11][N:10]([CH2:29][CH:30]([OH:28])[CH2:31][O:32][c:33]3[cH:34][cH:35][c:36]([O:39][CH3:40])[cH:37][cH:38]3)[CH2:9]2)[CH:14]1[c:15]1[c:16]([F:25])[c:17]([F:24])[c:18]([F:23])[c:19]([F:22])[c:20]1[F:21]. Reactants: purine nucleoside, [C@@H]1(C[C@H](O)[C@@H](CO)O1)N1C(=O)NC(=O)C(C)=C1 (Thymidine), purine nucleoside, [C@@H]1(C[C@H](O)[C@@H](CO)O1)N1C(=O)NC(=O)C(C)=C1 (thymidine), COC1=C2NC=NC2=NC=N1 (6-Methoxypurine), F[C@H]1[C@@H](O[C@@H]([C@H]1O)CO)N1C(=O)NC(=O)C=C1 (1-(2-deoxy-2-fluoro-β-D-ribofuranosyl)uracil), [N-]=[N+]=[N-].[K+] (potassium azide), [N-]=[N+]=[N-].[K+] (potassium azide). Solvent: P(=O)([O-])([O-])[O-].[K+].[K+].[K+] (potassium phosphate), P(=O)([O-])([O-])[O-].[K+].[K+].[K+] (potassium phosphate). Run at temperature 37 celsius. The product is F[C@H]1[C@@H](O[C@@H]([C@H]1O)CO)N1C2=NC=NC(=C2N=C1)OC (9-(2-Deoxy-2-fluoro-β-D-ribofuranosyl)-6-methoxy-9H-purine). RXN SMILES: [CH3:1][O:2][C:3]1[N:11]=[CH:10][N:9]=[C:8]2[C:4]=1[NH:5][CH:6]=[N:7]2.[F:12][C@@H:13]1[C@H:17]([OH:18])[C@@H:16]([CH2:19][OH:20])[O:15][C@H:14]1N1C=CC(=O)NC1=O.[N-]=[N+]=[N-].[K+].[C@@H]1(N2C=C(C)C(=O)NC2=O)O[C@H](CO)[C@@H](O)C1>P([O-])([O-])([O-])=O.[K+].[K+].[K+]>[F:12][C@@H:13]1[C@H:17]([OH:18])[C@@H:16]([CH2:19][OH:20])[O:15][C@H:14]1[N:7]1[CH:6]=[N:5][C:4]2[C:8]1=[N:9][CH:10]=[N:11][C:3]=2[O:2][CH3:1] |f:2.3,5.6.7.8|. Reported procedure: 6-Methoxypurine (Sigma Chemical Company; 0.8 g, 5.3 mmoles) and 1-(2-deoxy-2-fluoro-β-D-ribofuranosyl)uracil (0.4 g, 1.6 mmoles) which may be prepared according to J. F. Codington et al. (J. Org. Chem. 29:558, 1964) were suspended in 20 ml of 10 mM potassium phosphate buffer, pH 7.0, which contained 0.04% (w/v) potassium azide. Thymidine phosphorylase (2,400 I.U.) and purine nucleoside phosphorylase (3,900 I.U.) (T. A. Krenitsky et al., Biochemistry 20:3615, 1981 and U.S. Pat. No. 4,381,344) wer... Starting materials: Br (hydrogen bromide), FC1=CC=C(C=C1)N1N=C(C2=CC=CC=C12)N1CCNCC1 (1-(4-fluorophenyl)-3-(1-piperazinyl)-1H-indazole), C([O-])([O-])=O.[K+].[K+] (potassium carbonate), C(C=C)Br (allyl bromide). Solvent: C(C)(=O)OCC (ethyl acetate), C(C)(=O)OCC (ethyl acetate), CN(C=O)C (dimethylformamide), O (water). Run at time 16 hour. Yields the product Br.C(C=C)N1CCN(CC1)C1=NN(C2=CC=CC=C12)C1=CC=C(C=C1)F (3-[4-(2-propenyl)-1-piperazinyl)-1-(4-fluorophenyl)-1H-indazole hydrobromide). Isolated yield 32.7%. RXN SMILES: [F:1][C:2]1[CH:7]=[CH:6][C:5]([N:8]2[C:16]3[C:11](=[CH:12][CH:13]=[CH:14][CH:15]=3)[C:10]([N:17]3[CH2:22][CH2:21][NH:20][CH2:19][CH2:18]3)=[N:9]2)=[CH:4][CH:3]=1.C(=O)([O-])[O-].[K+].[K+].[CH2:29]([Br:32])[CH:30]=[CH2:31].Br>C(OCC)(=O)C.O.CN(C)C=O>[BrH:32].[CH2:31]([N:20]1[CH2:19][CH2:18][N:17]([C:10]2[C:11]3[C:16](=[CH:15][CH:14]=[CH:13][CH:12]=3)[N:8]([C:5]3[CH:4]=[CH:3][C:2]([F:1])=[CH:7][CH:6]=3)[N:9]=2)[CH2:22][CH2:21]1)[CH:30]=[CH2:29] |f:1.2.3,9.10|. Procedure: A mixture of 5.0 g of 1-(4-fluorophenyl)-3-(1-piperazinyl)-1H-indazole, 2.6 g of potassium carbonate, 2.2 g of allyl bromide, and 75 ml of dimethylformamide was stirred at 70°-75° for 16 hours, and then at ambient temperature for 48 hours. The mixture was poured into water and the aqueous mixture was extracted with ethyl acetate. The extract was washed with water, dried over anhydrous magnesium sulfate and concentrated to produce an oil. The oil was dissolved in ethyl acetate and a saturated sol... Reactants: C1CCOC1, COC(=O)C1(c2ccc(C#N)cc2Cl)CCc2cncn21, Cl, [Li+], [OH-], O. Yields the product N#Cc1ccc(C2(C(=O)O)CCc3cncn32)c(Cl)c1. RXN SMILES: [CH2:25]1[O:26][CH2:27][CH2:28][CH2:29]1.[CH3:1][O:2][C:3](=[O:4])[C:5]1([c:13]2[c:14]([Cl:21])[cH:15][c:16]([C:19]#[N:20])[cH:17][cH:18]2)[CH2:6][CH2:7][c:8]2[n:9]1[cH:10][n:11][cH:12]2.[ClH:24].[Li+:23].[OH-:22].[OH2:30]>>[O:2]=[C:3]([OH:4])[C:5]1([c:13]2[c:14]([Cl:21])[cH:15][c:16]([C:19]#[N:20])[cH:17][cH:18]2)[CH2:6][CH2:7][c:8]2[n:9]1[cH:10][n:11][cH:12]2.